Task: describe an organic reaction: reactants, conditions, products, and yield. Dataset: the Open Reaction Database (ORD), a public repository of structured organic reaction records Reactants: CCN(C(C)C)C(C)C, COCCl, ClCCl, COC(=O)c1cc(O)cc(O)c1. The product is COCOc1cc(O)cc(C(=O)OC)c1. Reaction SMILES: [CH:13]([N:14]([CH2:15][CH3:16])[CH:17]([CH3:18])[CH3:19])([CH3:20])[CH3:21].[Cl:22][CH2:23][O:24][CH3:25].[Cl:26][CH2:27][Cl:28].[OH:1][c:2]1[cH:3][c:4]([C:5](=[O:6])[O:7][CH3:8])[cH:9][c:10]([OH:12])[cH:11]1>>[OH:1][c:2]1[cH:3][c:4]([C:5](=[O:6])[O:7][CH3:8])[cH:9][c:10]([O:12][CH2:23][O:24][CH3:25])[cH:11]1. The yield is 25.5%. Reaction SMILES: C([NH:3][C:4]1[S:5][CH:6]=[C:7]([C:9](=[N:42][O:43][CH2:44][C:45]([O:47][CH2:48][CH3:49])=[O:46])[C:10]([NH:12][CH:13]2[C:40](=[O:41])[N:15]3[C:16]([C:37]([OH:39])=[O:38])=[C:17]([CH2:20][S:21][C:22]4[N:26]([CH2:27][CH2:28][NH:29]C(OC(C)(C)C)=O)[N:25]=[N:24][N:23]=4)[CH2:18][S:19][C@H:14]23)=[O:11])[N:8]=1)=O.Cl>C(O)C>[NH2:3][C:4]1[S:5][CH:6]=[C:7]([C:9](=[N:42][O:43][CH2:44][C:45]([O:47][CH2:48][CH3:49])=[O:46])[C:10]([NH:12][CH:13]2[C:40](=[O:41])[N:15]3[C:16]([C:37]([OH:39])=[O:38])=[C:17]([CH2:20][S:21][C:22]4[N:26]([CH2:27][CH2:28][NH2:29])[N:25]=[N:24][N:23]=4)[CH2:18][S:19][C@H:14]23)=[O:11])[N:8]=1. Procedure details: 7-[2-(2-formamidothiazol-4-yl)-2-ethoxycarbonylmethoxyiminoacetamido]-3-[1-(2-tert-butoxycarbonylaminoethyl)-1H-tetrazol-5-yl]thiomethyl-3-cephem-4-carboxylic acid (syn isomer, 2.7 g.), conc. hydrochloric acid (1.52 g.) and ethanol (27 ml.) were treated in a similar manner to that of Example 11-(2) to give 7-[2-(2-aminothiazol-4-yl)-2-ethoxycarbonylmethoxyiminoacetamido]-3-[1-(2-aminoethyl)-1H-tetrazol-5-yl]thiomethyl-3-cephem-4-carboxylic acid (syn isomer, 0.57 g.). The solvent is C(C)O (ethanol). The reactants are C(=O)NC=1SC=C(N1)C(C(=O)NC1[C@@H]2N(C(=C(CS2)CSC2=NN=NN2CCNC(=O)OC(C)(C)C)C(=O)O)C1=O)=NOCC(=O)OCC (7-[2-(2-formamidothiazol-4-yl)-2-ethoxycarbonylmethoxyiminoacetamido]-3-[1-(2-tert-butoxycarbonylaminoethyl)-1H-tetrazol-5-yl]thiomethyl-3-cephem-4-carboxylic acid), Cl (hydrochloric acid). Product: NC=1SC=C(N1)C(C(=O)NC1[C@@H]2N(C(=C(CS2)CSC2=NN=NN2CCN)C(=O)O)C1=O)=NOCC(=O)OCC (7-[2-(2-aminothiazol-4-yl)-2-ethoxycarbonylmethoxyiminoacetamido]-3-[1-(2-aminoethyl)-1H-tetrazol-5-yl]thiomethyl-3-cephem-4-carboxylic acid). Starting materials: CO, CCC(C)c1ccc(O)c([N+](=O)[O-])n1. Yields the product CCC(C)c1ccc(O)c(N)n1. Reaction SMILES: [CH3:15][OH:16].[CH3:1][CH:2]([CH2:3][CH3:4])[c:5]1[cH:6][cH:7][c:8]([OH:14])[c:9]([N+:11]([O-:12])=[O:13])[n:10]1>>[CH3:1][CH:2]([CH2:3][CH3:4])[c:5]1[cH:6][cH:7][c:8]([OH:14])[c:9]([NH2:11])[n:10]1.